From a dataset of the Open Reaction Database (ORD), a public repository of structured organic reaction records. describe an organic reaction: reactants, conditions, products, and yield Reactants: NCC1CCOCC1 (4-aminomethyltetrahydropyran), COC(CC(C)=O)=O (3-oxo-butyric acid methyl ester), COC(C#C)=O (Propynoic acid methyl ester). The solvent is CO (MeOH). Product: COC(C=CC(C(=O)OC)=C(C)NCC1CCOCC1)=O (4-{1-[(Tetrahydro-pyran-4-ylmethyl)-amino]-ethylidene}-pent-2-enedioic acid dimethyl ester). The yield is 90.3%. As a reaction SMILES: [NH2:1][CH2:2][CH:3]1[CH2:8][CH2:7][O:6][CH2:5][CH2:4]1.[CH3:9][O:10][C:11](=[O:16])[CH2:12][C:13](=O)[CH3:14].[CH3:17][O:18][C:19](=[O:22])[C:20]#[CH:21]>CO>[CH3:17][O:18][C:19](=[O:22])[CH:20]=[CH:21][C:12](=[C:13]([NH:1][CH2:2][CH:3]1[CH2:8][CH2:7][O:6][CH2:5][CH2:4]1)[CH3:14])[C:11]([O:10][CH3:9])=[O:16]. Procedure details: A mixture of 4-aminomethyltetrahydropyran (1.02 g, 8.9 mmol) and 3-oxo-butyric acid methyl ester (1.15 mL, 10.6 mmol) in MeOH (40 mL) was refluxed for 2 h. Propynoic acid methyl ester (1.2 mL, 13.3 mmol) was added, and the resulting mixture was refluxed for 48 h. After cooling to r.t., the solvent was evaporated, and the crude oil was recrystallized from MeOH to give 2.39 g of the title compound as an off-white solid. MS: (+) m/z 298.33 (M+1). The reactants are COC(=O)C=1SC(=CC1NC1CCC(CC1)N1N=CN=C1)C1=CCC(CC1)(C)C (5-(4,4-Dimethyl-cyclohex-1-enyl)-3-(4-[1,2,4]triazol-1-yl-cyclohexylamino) thiophene-2-carboxylic acid methyl ester), C[C@@H]1CC[C@H](CC1)C(=O)Cl (trans-4-methylcyclohexyl carboxylic acid chloride). Product: COC(=O)C=1SC(=CC1N(C1CCC(CC1)N1N=CN=C1)C(=O)[C@@H]1CC[C@H](CC1)C)C1=CCC(CC1)(C)C (5-(4,4-Dimethyl-cyclohex-1-enyl)-3-[(trans-4-methyl-cyclohexanecarbonyl)-(4-[1,2,4]triazol-1-yl-cyclohexyl)-amino]-thiophene-2-carboxylic acid methyl ester). The yield is 60.0%. Reaction SMILES: [CH3:1][O:2][C:3]([C:5]1[S:6][C:7]([C:22]2[CH2:27][CH2:26][C:25]([CH3:29])([CH3:28])[CH2:24][CH:23]=2)=[CH:8][C:9]=1[NH:10][CH:11]1[CH2:16][CH2:15][CH:14]([N:17]2[CH:21]=[N:20][CH:19]=[N:18]2)[CH2:13][CH2:12]1)=[O:4].[CH3:30][C@H:31]1[CH2:36][CH2:35][C@H:34]([C:37](Cl)=[O:38])[CH2:33][CH2:32]1>>[CH3:1][O:2][C:3]([C:5]1[S:6][C:7]([C:22]2[CH2:27][CH2:26][C:25]([CH3:29])([CH3:28])[CH2:24][CH:23]=2)=[CH:8][C:9]=1[N:10]([C:37]([C@H:34]1[CH2:35][CH2:36][C@H:31]([CH3:30])[CH2:32][CH2:33]1)=[O:38])[CH:11]1[CH2:16][CH2:15][CH:14]([N:17]2[CH:21]=[N:20][CH:19]=[N:18]2)[CH2:13][CH2:12]1)=[O:4]. Procedure: 5-(4,4-Dimethyl-cyclohex-1-enyl)-3-(4-[1,2,4]triazol-1-yl-cyclohexylamino) thiophene-2-carboxylic acid methyl ester (0.800 g, 2 mmol) was acylated with trans-4-methylcyclohexyl carboxylic acid chloride as previously described (example 1, step II) to give 5-(4,4-Dimethyl-cyclohex-1-enyl)-3-[(trans-4-methyl-cyclohexanecarbonyl)-(4-[1,2,4]triazol-1-yl-cyclohexyl)-amino]-thiophene-2-carboxylic acid methyl ester (0.640 g, 60%).